This data is from the Open Reaction Database (ORD), a public repository of structured organic reaction records. The task is: describe an organic reaction: reactants, conditions, products, and yield Procedure: 6-Chloro-1-(2-ethoxyethyl)-2,7-dimethyl-N4,N4 -bis(phenylmethyl)-1H -imidazo[4,5-c]pyridin-4-amine (0.7 g, 1.56 mmole) was taken up in methanol saturated with anhydrous hydrochloric acid (100 mL), combined with palladium hydroxide on carbon and then hydrogenated on a Paar apparatus for four hours. The reaction mixture was filtered to remove the catalyst then concentrated under vacuum. The residue was partitioned between methylene chloride/water/sodium bicarbonate. The methylene chloride layer wa... The solvent is CO (methanol). The reactants are ClC1=C(C2=C(C(=N1)N(CC1=CC=CC=C1)CC1=CC=CC=C1)N=C(N2CCOCC)C)C (6-Chloro-1-(2-ethoxyethyl)-2,7-dimethyl-N4,N4 -bis(phenylmethyl)-1H -imidazo[4,5-c]pyridin-4-amine), Cl (hydrochloric acid), C(C)(=O)OCC.CCCCCC (ethyl acetate hexane). Reaction conditions: time 4 hour. The reagents and catalysts are [OH-].[OH-].[Pd+2] (palladium hydroxide on carbon). The yield is 49.2%. Reaction SMILES: Cl[C:2]1[N:7]=[C:6]([N:8](CC2C=CC=CC=2)CC2C=CC=CC=2)[C:5]2[N:23]=[C:24]([CH3:31])[N:25]([CH2:26][CH2:27][O:28][CH2:29][CH3:30])[C:4]=2[C:3]=1[CH3:32].Cl.C(OCC)(=O)C.CCCCCC>CO.[OH-].[OH-].[Pd+2]>[CH2:29]([O:28][CH2:27][CH2:26][N:25]1[C:4]2[C:3]([CH3:32])=[CH:2][N:7]=[C:6]([NH2:8])[C:5]=2[N:23]=[C:24]1[CH3:31])[CH3:30] |f:2.3,5.6.7|. The product is C(C)OCCN1C(=NC=2C(=NC=C(C21)C)N)C (1-(2-Ethoxyethyl)-2,7-dimethyl-1H-imidazo[4,5-c]pyridin-4-amine). Starting materials: CCOC(=O)N1CCCCN1C(=S)Nc1cc(OC(C)C)c(Cl)cc1F, [K+], [OH-]. The product is CC(C)Oc1cc(NC(=S)N2CCCCN2)c(F)cc1Cl. RXN SMILES: [Cl:1][c:2]1[cH:3][c:4]([F:26])[c:5]([NH:12][C:13]([N:14]2[N:15]([C:20]([O:21][CH2:22][CH3:23])=[O:24])[CH2:16][CH2:17][CH2:18][CH2:19]2)=[S:25])[cH:6][c:7]1[O:8][CH:9]([CH3:10])[CH3:11].[K+:28].[OH-:27]>>[Cl:1][c:2]1[cH:3][c:4]([F:26])[c:5]([NH:12][C:13]([N:14]2[NH:15][CH2:16][CH2:17][CH2:18][CH2:19]2)=[S:25])[cH:6][c:7]1[O:8][CH:9]([CH3:10])[CH3:11]. Starting materials: C1CCOC1, O=C1CCC(=O)N1Cl, Cn1nccc1-c1ccc(C(=O)O)cc1F. The product is Cn1ncc(Cl)c1-c1ccc(C(=O)O)cc1F. Reaction SMILES: [CH2:25]1[O:26][CH2:27][CH2:28][CH2:29]1.[Cl:17][N:18]1[C:19](=[O:20])[CH2:21][CH2:22][C:23]1=[O:24].[F:1][c:2]1[cH:3][c:4]([C:5](=[O:6])[OH:7])[cH:8][cH:9][c:10]1-[c:11]1[cH:12][cH:13][n:14][n:15]1[CH3:16]>>[F:1][c:2]1[cH:3][c:4]([C:5](=[O:6])[OH:7])[cH:8][cH:9][c:10]1-[c:11]1[c:12]([Cl:17])[cH:13][n:14][n:15]1[CH3:16]. Reaction conditions: time 8 hour. As a reaction SMILES: [CH3:1][C:2]1[O:6][C:5]([C:7]2[CH:12]=[CH:11][C:10]([OH:13])=[CH:9][CH:8]=2)=[N:4][C:3]=1[CH2:14][N:15]1[C:23]2[C:18](=[CH:19][C:20]([C:24]([OH:33])([C:29]([F:32])([F:31])[F:30])[C:25]([F:28])([F:27])[F:26])=[CH:21][CH:22]=2)[CH2:17][CH:16]1[CH3:34].C1CCN2C(=NCCC2)CC1.[CH3:46][O:47][C:48](=[O:51])[CH2:49]Br.[NH4+].[Cl-]>CN(C=O)C.CCOCC>[CH3:46][O:47][C:48](=[O:51])[CH2:49][O:13][C:10]1[CH:9]=[CH:8][C:7]([C:5]2[O:6][C:2]([CH3:1])=[C:3]([CH2:14][N:15]3[C:23]4[C:18](=[CH:19][C:20]([C:24]([OH:33])([C:25]([F:26])([F:27])[F:28])[C:29]([F:32])([F:31])[F:30])=[CH:21][CH:22]=4)[CH2:17][CH:16]3[CH3:34])[N:4]=2)=[CH:12][CH:11]=1 |f:3.4|. Reported procedure: A solution of 40 mg (0.083 mmol) of 4-{5-methyl-4-[2-methyl-5-(2,2,2-trifluoro-1-hydroxy-1-trifluoromethyl-ethyl)-2,3-dihydro-indol-1-ylmethyl]-oxazol-2-yl}-phenol (example 99) in 0.5 mL of DMF was treated with 0.01 mL of DBU and 0.01 mL (0.1 mmol) of methylbromoacetate. The mixture was stirred overnight at RT and distributed between Et2O and a saturated aqueous solution of NH4Cl. Drying of the combined organic phases, evaporation of the solvent and chromatography on silica gel with n-heptane/Et... Starting materials: CC1=C(N=C(O1)C1=CC=C(C=C1)O)CN1C(CC2=CC(=CC=C12)C(C(F)(F)F)(C(F)(F)F)O)C (4-{5-methyl-4-[2-methyl-5-(2,2,2-trifluoro-1-hydroxy-1-trifluoromethyl-ethyl)-2,3-dihydro-indol-1-ylmethyl]-oxazol-2-yl}-phenol), C1CCC2=NCCCN2CC1 (DBU), COC(CBr)=O (methylbromoacetate), [NH4+].[Cl-] (NH4Cl). The solvent is CN(C)C=O (DMF), CCOCC (Et2O). Yields the product COC(COC1=CC=C(C=C1)C=1OC(=C(N1)CN1C(CC2=CC(=CC=C12)C(C(F)(F)F)(C(F)(F)F)O)C)C)=O ((4-{5-methyl-4-[2-methyl-5-(2,2,2-trifluoro-1-hydroxy-1-trifluoromethyl-ethyl)-2,3-dihydro-indol-1-ylmethyl]-oxazol-2-yl}-phenoxy)-acetic acid methyl ester). Starting materials: CN(C)P(=O)(N(C)C)N(C)C, OCCCc1cc(Cl)ccc1OCCc1ccccc1, C1CCOC1, O, O=S(Cl)Cl. Yields the product ClCCCc1cc(Cl)ccc1OCCc1ccccc1. As a reaction SMILES: [CH3:25][N:26]([CH3:27])[P:28](=[O:29])([N:30]([CH3:31])[CH3:32])[N:33]([CH3:34])[CH3:35].[Cl:5][c:6]1[cH:7][cH:8][c:9]([O:16][CH2:17][CH2:18][c:19]2[cH:20][cH:21][cH:22][cH:23][cH:24]2)[c:10]([CH2:12][CH2:13][CH2:14][OH:15])[cH:11]1.[O:37]1[CH2:38][CH2:39][CH2:40][CH2:41]1.[OH2:36].[S:1]([Cl:2])([Cl:3])=[O:4]>>[Cl:3][CH2:14][CH2:13][CH2:12][c:10]1[c:9]([O:16][CH2:17][CH2:18][c:19]2[cH:20][cH:21][cH:22][cH:23][cH:24]2)[cH:8][cH:7][c:6]([Cl:5])[cH:11]1. Reactants: ClC(=CCC(C(=O)O)C(C)C)Cl (α-(3,3-dichloroallyl)isovaleric acid), S(=O)(Cl)Cl (thionyl chloride). Solvent: C1=CC=CC=C1 (benzene). The product is ClC(=CCC(C(=O)Cl)C(C)C)Cl (α-(3,3-dichloroallyl)isovaleroyl chloride). Yield: 79.0%. As a reaction SMILES: [Cl:1][C:2]([Cl:12])=[CH:3][CH2:4][CH:5]([CH:9]([CH3:11])[CH3:10])[C:6](O)=[O:7].S(Cl)([Cl:15])=O>C1C=CC=CC=1>[Cl:1][C:2]([Cl:12])=[CH:3][CH2:4][CH:5]([CH:9]([CH3:11])[CH3:10])[C:6]([Cl:15])=[O:7]. Procedure: To 2.1 g of α-(3,3-dichloroallyl)isovaleric acid were added 3.0 g of thionyl chloride, as well as 10 g of benzene, and the mixture was refluxed for 5 hours. Then, the reaction mixture was distilled to remove the low-boiling fraction. By this procedure there was obtained α-(3,3-dichloroallyl)isovaleroyl chloride. This chloride was dissolved in 30 g of dry benzene, followed by the addition of 2.0 g of 3-phenoxybenzyl alcohol. Then, 2.0 g of pyridine were added added dropwise and the mixture was st... The reactants are C(C)(C)(C)OC(=O)N1[C@H]([C@H](CCC1)NCC1=C(C=C2CCOC(C2=C1)(C(F)(F)F)C)OC)C1=CC=CC=C1 (1-tert-butoxycarbonyl-(2S,3S)-3-(6-methoxy-1-methyl-1-trifluoromethylisochroman-7-yl)methylamino-2-phenylpiperidine), Cl (HCl). Run in C(C)(=O)OCC (ethyl acetate). The product is Cl.Cl.COC=1C=C2CCOC(C2=CC1CN[C@@H]1[C@@H](NCCC1)C1=CC=CC=C1)(C(F)(F)F)C ((2S,3S)-3-(6-Methoxy-1-methyl-1-trifluoromethylisochroman-7-yl)methylamino-2-phenylpiperidine dihydrochloride). Isolated yield 28.4%. RXN SMILES: C(OC([N:8]1[CH2:13][CH2:12][CH2:11][C@H:10]([NH:14][CH2:15][C:16]2[CH:25]=[C:24]3[C:19]([CH2:20][CH2:21][O:22][C:23]3([CH3:30])[C:26]([F:29])([F:28])[F:27])=[CH:18][C:17]=2[O:31][CH3:32])[C@@H:9]1[C:33]1[CH:38]=[CH:37][CH:36]=[CH:35][CH:34]=1)=O)(C)(C)C.[ClH:39]>C(OCC)(=O)C>[ClH:39].[ClH:39].[CH3:32][O:31][C:17]1[CH:18]=[C:19]2[C:24](=[CH:25][C:16]=1[CH2:15][NH:14][C@H:10]1[CH2:11][CH2:12][CH2:13][NH:8][C@H:9]1[C:33]1[CH:34]=[CH:35][CH:36]=[CH:37][CH:38]=1)[C:23]([CH3:30])([C:26]([F:29])([F:27])[F:28])[O:22][CH2:21][CH2:20]2 |f:3.4.5|. Procedure details: To a stirred solution of 1-tert-butoxycarbonyl-(2S,3S)-3-(6-methoxy-1-methyl-1-trifluoromethylisochroman-7-yl)methylamino-2-phenylpiperidine (325 mg, 0.61 mmol) in ethyl acetate (5 ml) was added a methanolic HCl solution dropwise under nitrogen at room temperature for 8 hours. The solvent was removed, and recrystallized from ethanol to give the title compound (88 mg, 28.4%). mp: 193-201° C. 1H-NMR (major isomer, free amine, CDCl3): 7.33-7.20 (m, 5H), 6.95 (s, 1H), 6.43 (s, 1 H), 4.13-4.09 (m, 1H...